Dataset: the Open Reaction Database (ORD), a public repository of structured organic reaction records. Task: describe an organic reaction: reactants, conditions, products, and yield The reactants are CO, CCNC(=NS(=O)(=O)c1ccc(NC(C)=O)c(Cl)c1)N1CC(C)(C)C=N1, Cl, [Na+], [OH-]. The product is CCNC(=NS(=O)(=O)c1ccc(N)c(Cl)c1)N1CC(C)(C)C=N1. As a reaction SMILES: [CH3:30][OH:31].[Cl:1][c:2]1[c:3]([NH:23][C:24](=[O:25])[CH3:26])[cH:4][cH:5][c:6]([S:8]([N:9]=[C:10]([NH:11][CH2:12][CH3:13])[N:14]2[N:15]=[CH:16][C:17]([CH3:19])([CH3:20])[CH2:18]2)(=[O:21])=[O:22])[cH:7]1.[ClH:27].[Na+:29].[OH-:28]>>[Cl:1][c:2]1[c:3]([NH2:23])[cH:4][cH:5][c:6]([S:8]([N:9]=[C:10]([NH:11][CH2:12][CH3:13])[N:14]2[N:15]=[CH:16][C:17]([CH3:19])([CH3:20])[CH2:18]2)(=[O:21])=[O:22])[cH:7]1. Yields the product COC1=CC(=C(C(=C1)C)S(=O)(=O)N1CCC2=CC=C(C=C12)CO)C ((1-(4-Methoxy-2,6-dimethylphenylsulfonyl)indolin-6-yl)methanol). RXN SMILES: [BH4-].[Li+].[CH3:3][O:4][C:5]1[CH:10]=[C:9]([CH3:11])[C:8]([S:12]([N:15]2[C:23]3[C:18](=[CH:19][CH:20]=[C:21]([C:24](OC)=[O:25])[CH:22]=3)[CH2:17][CH2:16]2)(=[O:14])=[O:13])=[C:7]([CH3:28])[CH:6]=1>C1COCC1>[CH3:3][O:4][C:5]1[CH:6]=[C:7]([CH3:28])[C:8]([S:12]([N:15]2[C:23]3[C:18](=[CH:19][CH:20]=[C:21]([CH2:24][OH:25])[CH:22]=3)[CH2:17][CH2:16]2)(=[O:13])=[O:14])=[C:9]([CH3:11])[CH:10]=1 |f:0.1|. Procedure: Lithium borohydride (0.232 g, 0.0107 mol) was added at 0° C., under argon, to a solution of methyl 1-(4-methoxy-2,6-dimethylphenylsulfonyl)indoline-6-carboxylate (1 g, 0.0027 mol) in dry THF (30 ml), and the resulting reaction mixture was refluxed for 2 h. The solvent was removed in vacuo, water was added to the residue, and extraction with ethyl acetate was carried out. The organic phase was washed with water and saturated sodium chloride solution, then dried (Na2SO4) and concentrated in vacuo.... Reactants: [BH4-].[Li+] (Lithium borohydride), COC1=CC(=C(C(=C1)C)S(=O)(=O)N1CCC2=CC=C(C=C12)C(=O)OC)C (methyl 1-(4-methoxy-2,6-dimethylphenylsulfonyl)indoline-6-carboxylate). The solvent is C1CCOC1 (THF). As a reaction SMILES: [CH3:1][O:2][c:3]1[cH:4][cH:5][c:6]([O:19][CH2:20][O:21][CH3:22])[c:7](-[c:9]2[o:10][c:11]3[c:12]([n:13]2)[c:14]([CH3:18])[cH:15][cH:16][cH:17]3)[cH:8]1.[CH3:23][O:24][CH2:25][O:26][c:27]1[cH:28][cH:29][c:30]([CH:31]=[N:32][c:33]2[c:34]([CH3:35])[cH:36][cH:37][cH:38][c:39]2[OH:40])[cH:41][cH:42]1>>[CH3:1][O:2][c:3]1[c:4]([O:24][CH3:23])[cH:5][c:6]([O:19][CH2:20][O:21][CH3:22])[c:7](-[c:9]2[o:10][c:11]3[c:12]([n:13]2)[c:14]([CH3:18])[cH:15][cH:16][cH:17]3)[cH:8]1. Starting materials: COCOc1ccc(OC)cc1-c1nc2c(C)cccc2o1, COCOc1ccc(C=Nc2c(C)cccc2O)cc1. Product: COCOc1cc(OC)c(OC)cc1-c1nc2c(C)cccc2o1. Starting materials: CC(C)=O, COc1ccc(N)cc1OC, Cl, Cl, O=N[O-], [Na+], O, O=Cc1ccco1. Reaction SMILES: [CH3:26][C:27](=[O:28])[CH3:29].[CH3:3][O:4][c:5]1[cH:6][c:7]([NH2:8])[cH:9][cH:10][c:11]1[O:12][CH3:13].[ClH:1].[ClH:2].[N:14]([O-:15])=[O:16].[Na+:17].[OH2:25].[o:18]1[c:19]([CH:23]=[O:24])[cH:20][cH:21][cH:22]1>>[CH3:3][O:4][c:5]1[cH:6][c:7](-[c:22]2[o:18][c:19]([CH:23]=[O:24])[cH:20][cH:21]2)[cH:9][cH:10][c:11]1[O:12][CH3:13]. Yields the product COc1ccc(-c2ccc(C=O)o2)cc1OC. The reactants are CC1=NN(C(=C1)C)CC(=O)N1CCN(CC1)C1=C(C=CC=C1)C=1C=NC(=NC1)SC (2-(3,5-dimethyl-pyrazol-1-yl)-1-{4-[2-(2-methylsulfanyl-pyrimidin-5-yl)-phenyl]-piperazin-1-yl}-ethanone), OOS(=O)[O-].[K+] (oxone), C1CCOC1 (THF). Run in O (water), O (Water). Run at time 4 hour. Product: CC1=NN(C(=C1)C)CC(=O)N1CCN(CC1)C1=C(C=CC=C1)C=1C=NC(=NC1)S(=O)(=O)C (2-(3,5-dimethyl-pyrazol-1-yl)-1-{4-[2-(2-methanesulfonyl-pyrimidin-5-yl)-phenyl]-piperazin-1-yl}-ethanone). As a reaction SMILES: [CH3:1][C:2]1[CH:6]=[C:5]([CH3:7])[N:4]([CH2:8][C:9]([N:11]2[CH2:16][CH2:15][N:14]([C:17]3[CH:22]=[CH:21][CH:20]=[CH:19][C:18]=3[C:23]3[CH:24]=[N:25][C:26](SC)=[N:27][CH:28]=3)[CH2:13][CH2:12]2)=[O:10])[N:3]=1.O[O:32][S:33]([O-:35])=O.[K+].[CH2:37]1COCC1>O>[CH3:1][C:2]1[CH:6]=[C:5]([CH3:7])[N:4]([CH2:8][C:9]([N:11]2[CH2:16][CH2:15][N:14]([C:17]3[CH:22]=[CH:21][CH:20]=[CH:19][C:18]=3[C:23]3[CH:24]=[N:25][C:26]([S:33]([CH3:37])(=[O:35])=[O:32])=[N:27][CH:28]=3)[CH2:13][CH2:12]2)=[O:10])[N:3]=1 |f:1.2|. Procedure details: To a solution of 2-(3,5-dimethyl-pyrazol-1-yl)-1-{4-[2-(2-methylsulfanyl-pyrimidin-5-yl)-phenyl]-piperazin-1-yl}-ethanone (210 mg, 0.497 mmol) in THF (5 mL) is added a solution of oxone (611 mg, 0.994 mmol) in water (5 mL). The mixture is allowed to stir at room temperature for 4 h. Water (10 mL) is added and the mixture is extracted with EtOAc 3×. The organic extracts are washed with water, brine, dried (Na2SO4) and concentrated. The residue is re-dissolved in dichloromethane (3 mL) and loaded ... The reactants are [Al+3], [Cl-], [Cl-], [Cl-], ClC(Cl)C(Cl)Cl, Cl, Oc1cccc(Cl)c1F, O=C1CCC(=O)O1. The product is O=C(O)CCC(=O)c1ccc(Cl)c(F)c1O. As a reaction SMILES: [Al+3:18].[Cl-:17].[Cl-:19].[Cl-:20].[Cl:22][CH:23]([CH:24]([Cl:25])[Cl:26])[Cl:27].[ClH:21].[F:1][c:2]1[c:3]([OH:9])[cH:4][cH:5][cH:6][c:7]1[Cl:8].[O:10]=[C:11]1[CH2:12][CH2:13][C:14](=[O:15])[O:16]1>>[F:1][c:2]1[c:3]([OH:9])[c:4]([C:14]([CH2:13][CH2:12][C:11](=[O:10])[OH:16])=[O:15])[cH:5][cH:6][c:7]1[Cl:8]. RXN SMILES: Cl.Cl[C:3]1[C:12]2[C:7](=[CH:8][C:9]([O:15][CH2:16][CH2:17][CH2:18][N:19]3[CH2:23][CH2:22][CH2:21][CH2:20]3)=[C:10](OC)[CH:11]=2)[N:6]=[N:5][CH:4]=1.[F:24][C:25]1[CH:31]=[C:30]([CH3:32])[C:29]([OH:33])=[CH:28][C:26]=1[NH2:27].C[CH:35]([OH:39])CCC>>[F:24][C:25]1[CH:31]=[C:30]([CH3:32])[C:29]([OH:33])=[CH:28][C:26]=1[NH:27][C:3]1[C:12]2[C:7](=[CH:8][C:9]([O:15][CH2:16][CH2:17][CH2:18][N:19]3[CH2:20][CH2:21][CH2:22][CH2:23]3)=[CH:10][CH:11]=2)[N:6]=[N:5][C:4]=1[O:39][CH3:35] |f:0.1|. The product is FC1=C(NC2=C(N=NC3=CC(=CC=C23)OCCCN2CCCC2)OC)C=C(C(=C1)C)O (4-(2-fluoro-5-hydroxy-4-methylanilino)-methoxy-7-(3-pyrrolidinopropoxy)cinnoline), hydrochloride salt. Procedure details: A solution of 4-chloro-6-methoxy-7-(3-pyrrolidinopropoxy)cinnoline hydrochloride (158 mg, 0.4 mmol), (prepared as described for the starting material in Example 13), and 2-fluoro-5-hydroxy-4-methylaniline (67 mg, 0.48 mmol), (prepared as described for the starting material in Example 11), in 2-pentanol (5 ml) was heated at reflux for 1 hour. After cooling, the solid was filtered off, washed with isopropanol, ether and dried under vacuum to give 4-(2-fluoro-5-hydroxy-4-methylanilino)-methoxy-7-(3... Reactants: CC(CCC)O (2-pentanol), Cl.ClC1=CN=NC2=CC(=C(C=C12)OC)OCCCN1CCCC1 (4-chloro-6-methoxy-7-(3-pyrrolidinopropoxy)cinnoline hydrochloride), FC1=C(N)C=C(C(=C1)C)O (2-fluoro-5-hydroxy-4-methylaniline). Isolated yield 27.0%. Starting materials: CC1=CC=C2C(=N1)N=C(O2)C2=CC(=CC=C2)[N+](=O)[O-] (5-Methyl-2-(3-nitro-phenyl)-oxazolo[4,5-b]pyridine), CO (MeOH), O.[SH-].[Na+] (sodium hydrosulfide hydrate). Run in O (water). Yields the product CC1=CC=C2C(=N1)N=C(O2)C=2C=C(C=CC2)N (3-(5-methyl-oxazolo[4,5-b]pyridin-2-yl)-phenylamine). The yield is 45.3%. RXN SMILES: [CH3:1][C:2]1[N:7]=[C:6]2[N:8]=[C:9]([C:11]3[CH:16]=[CH:15][CH:14]=[C:13]([N+:17]([O-])=O)[CH:12]=3)[O:10][C:5]2=[CH:4][CH:3]=1.CO.O.[SH-].[Na+]>O>[CH3:1][C:2]1[N:7]=[C:6]2[N:8]=[C:9]([C:11]3[CH:12]=[C:13]([NH2:17])[CH:14]=[CH:15][CH:16]=3)[O:10][C:5]2=[CH:4][CH:3]=1 |f:2.3.4|. Procedure: 5-Methyl-2-(3-nitro-phenyl)-oxazolo[4,5-b]pyridine (50 mg, 0.196 mmol) was mixed with 6 mL of MeOH along with 2 mL of water and 66 mg of sodium hydrosulfide hydrate. The reaction mixture was stirred under reflux for 2 hours. It was then concentrated and extracted with CH2Cl2. The combined organic layers were dried (Na2SO4) and concentrated to afford 20 mg of 3-(5-methyl-oxazolo[4,5-b]pyridin-2-yl)-phenylamine. The reactants are S1C(=CC2=C1C=CC=C2)B(O)O (benzothiophene-2-boronic acid), C(=O)([O-])[O-].[Na+].[Na+] (Na2CO3), BrC=1C=C(OCC[C@H]([C@H](C)O)N2C=NC(=C2)C(=O)N)C=CC1 (1-[(2S,3R)-5-(3-bromophenoxy)-2-hydroxy-3-pentyl]imidazole-4-carboxamide). Reagents/catalysts: C=1C=CC(=CC1)[P](C=2C=CC=CC2)(C=3C=CC=CC3)[Pd]([P](C=4C=CC=CC4)(C=5C=CC=CC5)C=6C=CC=CC6)([P](C=7C=CC=CC7)(C=8C=CC=CC8)C=9C=CC=CC9)[P](C=1C=CC=CC1)(C=1C=CC=CC1)C=1C=CC=CC1 (Pd(PPh3)4). Run in O (H2O), COCCOC (DME). Conditions: time 20 minute. Yields the product S1C2=C(C=C1C=1C=C(OCC[C@H]([C@H](C)O)N3C=NC(=C3)C(=O)N)C=CC1)C=CC=C2 (1-{(2S,3R)-5-[3-(2-benzo[b]thiophenyl)phenoxy]-2-hydroxy-3-pentyl}imidazole-4-carboxamide). Isolated yield 62.6%. RXN SMILES: Br[C:2]1[CH:3]=[C:4]([CH:20]=[CH:21][CH:22]=1)[O:5][CH2:6][CH2:7][C@@H:8]([N:12]1[CH:16]=[C:15]([C:17]([NH2:19])=[O:18])[N:14]=[CH:13]1)[C@@H:9]([OH:11])[CH3:10].[S:23]1[C:27]2[CH:28]=[CH:29][CH:30]=[CH:31][C:26]=2[CH:25]=[C:24]1B(O)O.C([O-])([O-])=O.[Na+].[Na+]>COCCOC.O.C1C=CC([P]([Pd]([P](C2C=CC=CC=2)(C2C=CC=CC=2)C2C=CC=CC=2)([P](C2C=CC=CC=2)(C2C=CC=CC=2)C2C=CC=CC=2)[P](C2C=CC=CC=2)(C2C=CC=CC=2)C2C=CC=CC=2)(C2C=CC=CC=2)C2C=CC=CC=2)=CC=1>[S:23]1[C:24]([C:2]2[CH:3]=[C:4]([CH:20]=[CH:21][CH:22]=2)[O:5][CH2:6][CH2:7][C@@H:8]([N:12]2[CH:16]=[C:15]([C:17]([NH2:19])=[O:18])[N:14]=[CH:13]2)[C@@H:9]([OH:11])[CH3:10])=[CH:25][C:26]2[CH:31]=[CH:30][CH:29]=[CH:28][C:27]1=2 |f:2.3.4,^1:51,53,72,91|. Procedure details: To a solution of 1-[(2S,3R)-5-(3-bromophenoxy)-2-hydroxy-3-pentyl]imidazole-4-carboxamide in DME (5 ml) was added Pd(PPh3)4 (29.3 mg, 0.025 mmol)at ambient temperature under N2. After stirring for 20 min., benzothiophene-2-boronic acid (54.2 mg, 0.304 mmol) and a solution of Na2CO3 (40.3 mg, 0.38 mmol) in H2O (1 ml) were added and the mixture was refluxed for 3 h. The mixture was cooled to room temperature and partitioned between ethyl acetate (20 ml) and H2O. The organic layer was washed succes... Starting materials: Cl.FC=1C=C(CN2N=CC(=C2)C2=CN(C3=NC=C(C=C32)C3=CC=C(C=C3)C3CCNCC3)S(=O)(=O)C3=CC=C(C)C=C3)C=CC1 (3-(1-(3-fluorobenzyl)-1H-pyrazol-4-yl)-5-(4-(piperidin-4-yl)phenyl)-1-tosyl-1H-pyrrolo[2,3-b]pyridine hydrochloride), FC=1C=C(CN2N=CC(=C2)C2=CN(C3=NC=C(C=C32)C3=CC=C(C=C3)N3CCN(CC3)S(=O)(=O)C)S(=O)(=O)C3=CC=C(C)C=C3)C=CC1 (3-(1-(3-fluorobenzyl)-1H-pyrazol-4-yl)-5-(4-(4-(methylsulfonyl)piperazin-1-yl)phenyl)-1-tosyl-1H-pyrrolo[2,3-b]pyridine), [OH-].[Li+] (lithium hydroxide). The solvent is C1CCOC1.CO.O (THF methanol water). Product: FC=1C=C(CN2N=CC(=C2)C2=CNC3=NC=C(C=C32)C3=CC=C(C=C3)N3CCN(CC3)S(=O)(=O)C)C=CC1 (3-(1-(3-fluorobenzyl)-1H-pyrazol-4-yl)-5-(4-(4-(methylsulfonyl)piperazin-1-yl)phenyl)-1H-pyrrolo[2,3-b]pyridine). Isolated yield 86.6%. Reaction SMILES: Cl.FC1C=C(C=CC=1)CN1C=C(C2C3C(=NC=C(C4C=CC(C5CCNCC5)=CC=4)C=3)N(S(C3C=CC(C)=CC=3)(=O)=O)C=2)C=N1.[F:46][C:47]1[CH:48]=[C:49]([CH:91]=[CH:92][CH:93]=1)[CH2:50][N:51]1[CH:55]=[C:54]([C:56]2[C:64]3[C:59](=[N:60][CH:61]=[C:62]([C:65]4[CH:70]=[CH:69][C:68]([N:71]5[CH2:76][CH2:75][N:74]([S:77]([CH3:80])(=[O:79])=[O:78])[CH2:73][CH2:72]5)=[CH:67][CH:66]=4)[CH:63]=3)[N:58](S(C3C=CC(C)=CC=3)(=O)=O)[CH:57]=2)[CH:53]=[N:52]1.[OH-].[Li+]>C1COCC1.CO.O>[F:46][C:47]1[CH:48]=[C:49]([CH:91]=[CH:92][CH:93]=1)[CH2:50][N:51]1[CH:55]=[C:54]([C:56]2[C:64]3[C:59](=[N:60][CH:61]=[C:62]([C:65]4[CH:70]=[CH:69][C:68]([N:71]5[CH2:72][CH2:73][N:74]([S:77]([CH3:80])(=[O:79])=[O:78])[CH2:75][CH2:76]5)=[CH:67][CH:66]=4)[CH:63]=3)[NH:58][CH:57]=2)[CH:53]=[N:52]1 |f:0.1,3.4,5.6.7|. Procedure: Using similar reaction conditions as described in step-iii of example-1, 3-(1-(3-fluorobenzyl)-1H-pyrazol-4-yl)-5-(4-(4-(methylsulfonyl)piperazin-1-yl)phenyl)-1-tosyl-1H-pyrrolo[2,3-b]pyridine (60 mg, 0.087 mmol) was hydrolyzed with lithium hydroxide (19 mg, 0.438 mmol) in THF/methanol/water (5/1/1 mL) to yield 40 mg (70.17% yield) of the titled compound. 1H NMR (CD3OD, 400 MHz): δ 8.63-8.62 (d, 1H), 8.54 (s, 1H), 8.29 (s, 1H), 7.99 (s, 1H), 7.77 (s, 1H), 7.69-7.67 (d, 2H), 7.40-7.38 (q, 1H), 7....